From a dataset of the Open Reaction Database (ORD), a public repository of structured organic reaction records. describe an organic reaction: reactants, conditions, products, and yield Starting materials: CCN=C=NCCCN(C)C, CC#N, Cl, O=C(O)c1ccc(F)c2ccccc12, NC(Cc1cccc(OC(F)(F)C(F)F)c1)C(O)c1ccnc(F)c1, O, O, On1nnc2ccccc21. Product: O=C(NC(Cc1cccc(OC(F)(F)C(F)F)c1)C(O)c1ccnc(F)c1)c1ccc(F)c2ccccc12. Reaction SMILES: [CH2:41]([N:42]=[C:43]=[N:44][CH2:45][CH2:46][CH2:47][N:48]([CH3:49])[CH3:50])[CH3:51].[CH3:63][C:64]#[N:65].[ClH:40].[F:26][c:27]1[cH:28][cH:29][c:30]([C:37](=[O:38])[OH:39])[c:31]2[cH:32][cH:33][cH:34][cH:35][c:36]12.[NH2:1][CH:2]([CH:3]([OH:4])[c:5]1[cH:6][c:7]([F:11])[n:8][cH:9][cH:10]1)[CH2:12][c:13]1[cH:14][c:15]([O:19][C:20]([CH:21]([F:22])[F:23])([F:24])[F:25])[cH:16][cH:17][cH:18]1.[OH2:52].[OH2:66].[OH:53][n:54]1[c:55]2[cH:56][cH:57][cH:58][cH:59][c:60]2[n:61][n:62]1>>[NH:1]([CH:2]([CH:3]([OH:4])[c:5]1[cH:6][c:7]([F:11])[n:8][cH:9][cH:10]1)[CH2:12][c:13]1[cH:14][c:15]([O:19][C:20]([CH:21]([F:22])[F:23])([F:24])[F:25])[cH:16][cH:17][cH:18]1)[C:37]([c:30]1[cH:29][cH:28][c:27]([F:26])[c:36]2[c:31]1[cH:32][cH:33][cH:34][cH:35]2)=[O:38]. Reactants: C1CCOC1, CCOC(=O)c1cc(F)c(N2CCN(C)CC2)nc1NC1CC1, [Na+], [OH-], O. Yields the product CN1CCN(c2nc(NC3CC3)c(C(=O)O)cc2F)CC1. RXN SMILES: [CH2:26]1[O:27][CH2:28][CH2:29][CH2:30]1.[CH:1]1([NH:4][c:5]2[n:6][c:7]([N:17]3[CH2:18][CH2:19][N:20]([CH3:23])[CH2:21][CH2:22]3)[c:8]([F:16])[cH:9][c:10]2[C:11](=[O:12])[O:13][CH2:14][CH3:15])[CH2:2][CH2:3]1.[Na+:25].[OH-:24].[OH2:31]>>[CH:1]1([NH:4][c:5]2[n:6][c:7]([N:17]3[CH2:18][CH2:19][N:20]([CH3:23])[CH2:21][CH2:22]3)[c:8]([F:16])[cH:9][c:10]2[C:11](=[O:12])[OH:13])[CH2:2][CH2:3]1. Reactants: C(CCC)[Li] (n-butyllithium), BrC=1C(=NC=C(C1)COCC1=CC=C(C=C1)OC)F (3-Bromo-2-fluoro-5-((4-methoxybenzyloxy)methyl)pyridine), B(OC(C)C)(OC(C)C)OC(C)C (triisopropyl borate). Run in C1(=CC=CC=C1)C (PhMe). Reaction conditions: temperature -78 celsius, time 45 minute. Yields the product FC1=NC=C(C=C1B(O)O)COCC1=CC=C(C=C1)OC (2-fluoro-5-((4-methoxybenzyloxy)methyl)pyridin-3-ylboronic acid). The yield is 96.4%. RXN SMILES: Br[C:2]1[C:3]([F:19])=[N:4][CH:5]=[C:6]([CH2:8][O:9][CH2:10][C:11]2[CH:16]=[CH:15][C:14]([O:17][CH3:18])=[CH:13][CH:12]=2)[CH:7]=1.C([Li])CCC.[B:25](OC(C)C)([O:30]C(C)C)[O:26]C(C)C>C1(C)C=CC=CC=1>[F:19][C:3]1[C:2]([B:25]([OH:30])[OH:26])=[CH:7][C:6]([CH2:8][O:9][CH2:10][C:11]2[CH:16]=[CH:15][C:14]([O:17][CH3:18])=[CH:13][CH:12]=2)=[CH:5][N:4]=1. Reported procedure: 3-Bromo-2-fluoro-5-((4-methoxybenzyloxy)methyl)pyridine (1.615 g, 4.952 mmol) was dissolved in PhMe (25.0 mL) and the reaction flask was cooled under nitrogen in a dry ice/acetone bath. Then, n-butyllithium solution (Fluka, Buchs, Switzerland, 1.6 M in hexane, 3.7 mL, 5.9 mmol) was added via syringe, turning the solution yellow. The reaction was stirred at −78° C. for 45 minutes and then triisopropyl borate (Alfa Aesar, Ward Hill, Mass. 98+%, 1.7 mL, 7.2 mmol) was added via syringe. The reaction... Reactants: COC(C(C(=O)OC)CC12CCC(CC1)(CC2)C2=NC=1N(C(N(C(C1N2)=O)CCC)=O)CCC)=O (2-[4-(2,6Dioxo-1,3-dipropyl-2,3,6,7-tetrahydro-1H-purin-8-yl)-bicyclo[2.2.2]oct-1-ylmethyl]-malonic acid dimethyl ester), [OH-] (hydroxide). Product: COC(CCC12CCC(CC1)(CC2)C2=NC=1N(C(N(C(C1N2)=O)CCC)=O)CCC)=O (3-[4-(2,6Dioxo-1,3-dipropyl-2,3,6,7-tetrahydro-1H-purin-8-yl)-bicyclo[2.2.2]oct-1-yl]-propionic acid methyl ester). RXN SMILES: [CH3:1][O:2][C:3](=[O:35])[CH:4]([CH2:9][C:10]12[CH2:17][CH2:16][C:13]([C:18]3[NH:26][C:25]4[C:24](=[O:27])[N:23]([CH2:28][CH2:29][CH3:30])[C:22](=[O:31])[N:21]([CH2:32][CH2:33][CH3:34])[C:20]=4[N:19]=3)([CH2:14][CH2:15]1)[CH2:12][CH2:11]2)C(OC)=O.[OH-]>>[CH3:1][O:2][C:3](=[O:35])[CH2:4][CH2:9][C:10]12[CH2:15][CH2:14][C:13]([C:18]3[NH:26][C:25]4[C:24](=[O:27])[N:23]([CH2:28][CH2:29][CH3:30])[C:22](=[O:31])[N:21]([CH2:32][CH2:33][CH3:34])[C:20]=4[N:19]=3)([CH2:12][CH2:11]1)[CH2:16][CH2:17]2. Procedure details: Hydrolysis of 2-[4-(2,6-dioxo-1,3-dipropyl-2,3,6,7-tetrahydro-1H-purin-8-yl)-bicyclo[2.2.2]oct-1-ylmethyl]malonic acid dimethyl ester (XLI, Example 107) with hydroxide at elevated temperature gives the title compound. The reactants are FC(C(F)(F)F)(C1=NNC=C1)F (3-(pentafluoroethyl)-1H-pyrazole), BrBr (bromine), aqueous solution, [OH-].[Na+] (sodium hydroxide). Solvent: O (water). Conditions: temperature 0 celsius, time 7 hour. The product is BrC=1C(=NNC1)C(C(F)(F)F)(F)F (4-bromo-3-(pentafluoroethyl)-1H-pyrazole). Isolated yield 103.6%. Reaction SMILES: [F:1][C:2]([F:12])([C:7]1[CH:11]=[CH:10][NH:9][N:8]=1)[C:3]([F:6])([F:5])[F:4].[OH-].[Na+].[Br:15]Br>O>[Br:15][C:11]1[C:7]([C:2]([F:1])([F:12])[C:3]([F:6])([F:5])[F:4])=[N:8][NH:9][CH:10]=1 |f:1.2|. Reported procedure: 9.30 g of 3-(pentafluoroethyl)-1H-pyrazole was suspended to 90 ml of water, and 6.0 g of 50% aqueous solution of sodium hydroxide was added to the suspension. The mixture was cooled to 0° C., then 8.79 g of bromine was added to the mixture, followed by stirring at room temperature for 7 hours. The reaction mixture was extracted by ethyl acetate. The organic layer was washed with water, dried over anhydrous magnesium salfate, filtered, and concentrated under reduced pressure to obtain 13.72 g of ... Starting materials: COC(=O)c1cccc(OCC2COC(C)(C)O2)c1[N+](=O)[O-], CO, [Li+], [OH-], O. Product: CC1(C)OCC(COc2cccc(C(=O)O)c2[N+](=O)[O-])O1. RXN SMILES: [CH3:1][C:2]1([CH3:22])[O:3][CH2:4][CH:5]([CH2:7][O:8][c:9]2[c:10]([N+:19](=[O:20])[O-:21])[c:11]([C:12](=[O:13])[O:14][CH3:15])[cH:16][cH:17][cH:18]2)[O:6]1.[CH3:25][OH:26].[Li+:23].[OH-:24].[OH2:27]>>[CH3:1][C:2]1([CH3:22])[O:3][CH2:4][CH:5]([CH2:7][O:8][c:9]2[c:10]([N+:19](=[O:20])[O-:21])[c:11]([C:12](=[O:13])[OH:14])[cH:16][cH:17][cH:18]2)[O:6]1.